From a dataset of the Open Reaction Database (ORD), a public repository of structured organic reaction records. describe an organic reaction: reactants, conditions, products, and yield The reactants are COC(=N)C1=C(C=C(C(=C1)OCCCN1CCOCC1)OC)C#N (Methyl-2-cyano-4-methoxy-5-(3-morpholinopropoxy)phenylimidoformate), NC=1SC=C(N1)C1=CC=CC=C1 (2-amino-4-phenyl-1,3-thiazole), [H-].[Na+] (sodium hydride), CN(C)C=O (DMF), C(C)(=O)O (Acetic acid). The product is COC=1C=C2C(N(C=NC2=CC1OCCCN1CCOCC1)C=1SC=C(N1)C1=CC=CC=C1)=N (6-methoxy-7-(3-morpholinopropoxy)-3-(4-phenyl-1,3-thiazol-2-yl)quinazolin-4(3H)-imine). Reaction SMILES: COC([C:5]1[CH:10]=[C:9]([O:11][CH2:12][CH2:13][CH2:14][N:15]2[CH2:20][CH2:19][O:18][CH2:17][CH2:16]2)[C:8]([O:21][CH3:22])=[CH:7][C:6]=1[C:23]#[N:24])=N.[NH2:25][C:26]1[S:27][CH:28]=[C:29]([C:31]2[CH:36]=[CH:35][CH:34]=[CH:33][CH:32]=2)[N:30]=1.[H-].[Na+].C(O)(=O)C.[CH3:43][N:44](C=O)C>>[CH3:22][O:21][C:8]1[CH:7]=[C:6]2[C:5](=[CH:10][C:9]=1[O:11][CH2:12][CH2:13][CH2:14][N:15]1[CH2:16][CH2:17][O:18][CH2:19][CH2:20]1)[N:44]=[CH:43][N:25]([C:26]1[S:27][CH:28]=[C:29]([C:31]3[CH:36]=[CH:35][CH:34]=[CH:33][CH:32]=3)[N:30]=1)[C:23]2=[NH:24] |f:2.3|. Reported procedure: Methyl-2-cyano-4-methoxy-5-(3-morpholinopropoxy)phenylimidoformate (100 mg; 0.3 mmol) in DMF (1.5 ml) was reacted with 2-amino-4-phenyl-1,3-thiazole (58 mg; 0.33 mmol) in presence of sodium hydride (13.2 mg; 0.33 mmol) at 75° C. for 1.5 h. Acetic acid (1.5 eq.) was added and the solvent was evaporated to give 6-methoxy-7-(3-morpholinopropoxy)-3-(4-phenyl-1,3-thiazol-2-yl)quinazolin-4(3H)-imine as an intermediate which was redissolved in DMF (1.5 ml) and ammonium acetate (95 mg; 0.9 mmol) added. ... Reactants: CCCCO, CC(C)c1cc(N)n[nH]1, CCN(C(C)C)C(C)C, Clc1cc(Cl)nc(Cl)n1. Product: CC(C)c1cc(Nc2cc(Cl)nc(Cl)n2)n[nH]1. As a reaction SMILES: [CH2:28]([OH:29])[CH2:30][CH2:31][CH3:32].[CH:10]([CH3:11])([CH3:12])[c:13]1[cH:14][c:15]([NH2:18])[n:16][nH:17]1.[CH:19]([N:20]([CH:21]([CH3:22])[CH3:23])[CH2:24][CH3:25])([CH3:26])[CH3:27].[Cl:1][c:2]1[n:3][c:4]([Cl:9])[cH:5][c:6]([Cl:8])[n:7]1>>[Cl:1][c:2]1[n:3][c:4]([NH:18][c:15]2[cH:14][c:13]([CH:10]([CH3:11])[CH3:12])[nH:17][n:16]2)[cH:5][c:6]([Cl:8])[n:7]1. RXN SMILES: [CH2:23]([CH3:24])[I:25].[CH3:1][c:2]1[n:3][n:4][c:5]2[n:6]1[n:7][c:8](-[c:11]1[cH:12][c:13]([NH:17][C:18]([CH3:19])=[O:20])[cH:14][cH:15][cH:16]1)[cH:9][cH:10]2.[CH3:27][N:28]([CH3:29])[CH:30]=[O:31].[H-:21].[Na+:22].[OH2:26]>>[CH3:1][c:2]1[n:3][n:4][c:5]2[n:6]1[n:7][c:8](-[c:11]1[cH:12][c:13]([N:17]([C:18]([CH3:19])=[O:20])[CH2:23][CH3:24])[cH:14][cH:15][cH:16]1)[cH:9][cH:10]2. Reactants: CCI, CC(=O)Nc1cccc(-c2ccc3nnc(C)n3n2)c1, CN(C)C=O, [H-], [Na+], O. Product: CCN(C(C)=O)c1cccc(-c2ccc3nnc(C)n3n2)c1. Reactants: CN1C2CNCCC1CC2 (9-methyl-3,9-diazabicyclo[4.2.1]nonane), S(=O)(=O)(N)N (sulfamide). The solvent is O1CCOCC1 (1,4-dioxane), O1CCOCC1 (1,4-dioxane). Product: CN1C2CN(CCC1CC2)S(=O)(=O)N (9-methyl-3,9-diazabicyclo[4.2.1]nonane-3-sulfonamide). Yield: 15.4%. RXN SMILES: [CH3:1][N:2]1[CH:8]2[CH2:9][CH2:10][CH:3]1[CH2:4][NH:5][CH2:6][CH2:7]2.[S:11](N)([NH2:14])(=[O:13])=[O:12]>O1CCOCC1>[CH3:1][N:2]1[CH:8]2[CH2:9][CH2:10][CH:3]1[CH2:4][N:5]([S:11]([NH2:14])(=[O:13])=[O:12])[CH2:6][CH2:7]2. Procedure details: To a solution of 9-methyl-3,9-diazabicyclo[4.2.1]nonane (0.56 g) in 1,4-dioxane (10 ml) was added sulfamide (0.37 g) and the reaction mixture was then heated at reflux in 1,4-dioxane for 72 h. The reaction mixture was purified by loading onto SCX and eluting with 7N NH3/MeOH (200 ml). The eluent was then reduced in vacuo to yield 9-methyl-3,9-diazabicyclo[4.2.1]nonane-3-sulfonamide (0.13 g) as a yellow solid. A mixture of 9-methyl-3,9-diazabicyclo[4.2.1]nonane-3-sulfonamide (0.13 g), tris(dibenz... Procedure details: A solution of 1-bromobutane (18.0 g, 0.13 mol) in acetone (30 ml) was added dropwise to a stirred refluxing mixture of 2-fluoro-4-hydroxybenzonitrile (15.0 g, 0.11 mol) and potassium carbonate (46.0 g, 0.33 mol) in acetone (300 ml). The stirred mixture was heated under reflux for 21 h (glc analysis revealed absence of starting material). The product was extracted into ether (twice), and the combined ethereal extracts were washed with water, 5% sodium hydroxide, water and dried (MgSO4). The solve... Reaction SMILES: Br[CH2:2][CH2:3][CH2:4][CH3:5].[F:6][C:7]1[CH:14]=[C:13]([OH:15])[CH:12]=[CH:11][C:8]=1[C:9]#[N:10].C(=O)([O-])[O-].[K+].[K+]>CC(C)=O>[CH2:2]([O:15][C:13]1[CH:12]=[CH:11][C:8]([C:9]#[N:10])=[C:7]([F:6])[CH:14]=1)[CH2:3][CH2:4][CH3:5] |f:2.3.4|. Solvent: CC(=O)C (acetone), CC(=O)C (acetone). The product is C(CCC)OC1=CC(=C(C#N)C=C1)F (4-Butoxy-2-fluorobenzonitrile). Starting materials: FC1=C(C#N)C=CC(=C1)O (2-fluoro-4-hydroxybenzonitrile), C([O-])([O-])=O.[K+].[K+] (potassium carbonate), BrCCCC (1-bromobutane). Starting materials: CCC(S)CS, CC(=O)C(C)Cl. The product is CCC1CSC(C)=C(C)S1. As a reaction SMILES: [CH2:1]([CH:2]([CH2:3][CH3:4])[SH:5])[SH:6].[Cl:7][CH:8]([C:9]([CH3:10])=[O:11])[CH3:12]>>[CH2:1]1[CH:2]([CH2:3][CH3:4])[S:5][C:8]([CH3:12])=[C:9]([CH3:10])[S:6]1. Starting materials: BrC=1C=C(C=CC1)N1N=C(N=C1)OC(C)C(=O)O (1-(3-bromophenyl)-3-(1-carboxyethoxy)-1,2,4-1H-triazole), C(=O)(N1C=NC=C1)N1C=NC=C1 (carbonyldiimidazole), [OH-].[NH4+] (ammonium hydroxide). Product: NC(=O)C(C)OC1=NN(C=N1)C1=CC(=CC=C1)Br (3-(1-aminocarbonylethoxy)-1-(3-bromophenyl)-1,2,4-1H-triazole). The yield is 53.5%. As a reaction SMILES: [Br:1][C:2]1[CH:3]=[C:4]([N:8]2[CH:12]=[N:11][C:10]([O:13][CH:14]([C:16]([OH:18])=O)[CH3:15])=[N:9]2)[CH:5]=[CH:6][CH:7]=1.C(N1C=CN=C1)([N:21]1C=CN=C1)=O.[OH-].[NH4+]>>[NH2:21][C:16]([CH:14]([O:13][C:10]1[N:11]=[CH:12][N:8]([C:4]2[CH:5]=[CH:6][CH:7]=[C:2]([Br:1])[CH:3]=2)[N:9]=1)[CH3:15])=[O:18] |f:2.3|. Procedure details: The process was carried out as was Example 45, starting with 3 g of the compound of Example 38, 2.3 g of carbonyldiimidazole and 0.7 g of ammonium hydroxide. A yield of 1.6 g of the desired product, in unrecrystallized form, m.p. 141°-144°, was obtained.